Dataset: the Open Reaction Database (ORD), a public repository of structured organic reaction records. Task: describe an organic reaction: reactants, conditions, products, and yield The reactants are NC=1C=CC(=C(C1)C1=CC=C(C=C1)C(=O)NCC1CC1)C (5′-Amino-N-(cyclopropylmethyl)-2′-methyl-1,1′-biphenyl-4-carboxamide), CC=1OC(=CC1C(=O)O)C1=CC=CC=C1 (2-methyl-5-phenyl-3-furoic acid), resin. The solvent is C1CCOC1 (THF). Conditions: time 15 minute. The product is C1(CC1)CNC(=O)C1=CC=C(C=C1)C1=CC(=CC=C1C)NC(=O)C1=C(OC(=C1)C1=CC=CC=C1)C (N-(4′-{[(cyclopropylmethyl)amino]carbonyl}-6-methyl-1,1′-biphenyl-3-yl)-2-methyl-5-phenyl-3-furamide). Yield: 27.3%. Reaction SMILES: [NH2:1][C:2]1[CH:3]=[CH:4][C:5]([CH3:21])=[C:6]([C:8]2[CH:13]=[CH:12][C:11]([C:14]([NH:16][CH2:17][CH:18]3[CH2:20][CH2:19]3)=[O:15])=[CH:10][CH:9]=2)[CH:7]=1.[CH3:22][C:23]1[O:24][C:25]([C:31]2[CH:36]=[CH:35][CH:34]=[CH:33][CH:32]=2)=[CH:26][C:27]=1[C:28](O)=[O:29]>C1COCC1>[CH:18]1([CH2:17][NH:16][C:14]([C:11]2[CH:12]=[CH:13][C:8]([C:6]3[C:5]([CH3:21])=[CH:4][CH:3]=[C:2]([NH:1][C:28]([C:27]4[CH:26]=[C:25]([C:31]5[CH:32]=[CH:33][CH:34]=[CH:35][CH:36]=5)[O:24][C:23]=4[CH3:22])=[O:29])[CH:7]=3)=[CH:9][CH:10]=2)=[O:15])[CH2:20][CH2:19]1. Procedure: 5′-Amino-N-(cyclopropylmethyl)-2′-methyl-1,1′-biphenyl-4-carboxamide (53 mg, 0.189 mmol) and 2-methyl-5-phenyl-3-furoic acid (76.4 mg, 0.378 mmol) were mixed in THF (5 ml) and the mixture shaken in a varian tube for 15 min at room temperature. Carbodiimde resin (500 mg) was added and shaking continued for 18 h. The solution was filtered off and concentrated under vacuum. The residue was dissolved in methanol, filtered through an SCX SPE and the solvent evaporated under vacuum to give N-(4′-{[(cy... The reactants are [OH-].[Na+] (NaOH), FC1=C(C=CC=C1)C12N=C(SCCC2C1)N ((1SR,7SR)-1-(2-Fluorophenyl)-4-thia-2-azabicyclo[5.1.0]oct-2-en-3-amine), S(O)(O)(=O)=O (sulfuric acid), [N+](=O)(O)[O-] (nitric acid). Run at temperature 0 celsius, time 2 hour. Product: FC1=C(C=C(C=C1)[N+](=O)[O-])C12N=C(SCCC2C1)N ((1SR,7SR)-1-(2-fluoro-5-nitrophenyl)-4-thia-2-azabicyclo[5.1.0]oct-2-en-3-amine). Yield: 68.6%. RXN SMILES: [F:1][C:2]1[CH:7]=[CH:6][CH:5]=[CH:4][C:3]=1[C:8]12[CH2:15][CH:14]1[CH2:13][CH2:12][S:11][C:10]([NH2:16])=[N:9]2.S(=O)(=O)(O)O.[N+:22]([O-])([OH:24])=[O:23].[OH-].[Na+]>>[F:1][C:2]1[CH:7]=[CH:6][C:5]([N+:22]([O-:24])=[O:23])=[CH:4][C:3]=1[C:8]12[CH2:15][CH:14]1[CH2:13][CH2:12][S:11][C:10]([NH2:16])=[N:9]2 |f:3.4|. Procedure details: (1SR,7SR)-1-(2-Fluorophenyl)-4-thia-2-azabicyclo[5.1.0]oct-2-en-3-amine (intermediate A5a) (1.22 g, 5.16 mmol, Eq: 1.00) was dissolved in conc. sulfuric acid (20.3 g, 11.0 ml, 207 mmol, Eq: 40), then at 0° C. fuming nitric acid (488 mg, 321 μl, 7.74 mmol, Eq: 1.5) was added dropwise with an Eppendorf pipette. The light brown solution was stirred at 0° C. for 2 hours. The reaction mixture was poured on ice and basified with conc NaOH (pH=10) followed by the extraction with dichloromethane. The or...